From a dataset of the Open Reaction Database (ORD), a public repository of structured organic reaction records. describe an organic reaction: reactants, conditions, products, and yield The reactants are C(C)(=O)O (acetic acid), C(C)(=O)O[BH-](OC(C)=O)OC(C)=O.[Na+] (sodium triacetoxyborohydride), ClC1=CC=C(C(=O)CCOC(=O)CNCC2=C(C=C(C(=O)OC)C=C2)N)C=C1 (methyl 4-[((4-chlorobenzoyl)ethoxycarbonylmethylamino)methyl]-3-aminobenzoate), N1(CCCC1)C(=O)C1=CC=C(C=O)C=C1 (4-(1-pyrrolidinecarbonyl)benzaldehyde). Run in ClCCl (dichloromethane), ClCCl (dichloromethane). Conditions: time 30 minute. Yields the product ClC1=CC=C(C(=O)CCOC(=O)CNCC2=C(C=C(C(=O)OC)C=C2)NCC2=CC=C(C=C2)C(=O)N2CCCC2)C=C1 (methyl 4-[((4-chlorobenzoyl)ethoxycarbonylmethylamino)methyl]-3-[4-(1-pyrrolidinecarbonyl)benzylamino]-benzoate). As a reaction SMILES: [Cl:1][C:2]1[CH:28]=[CH:27][C:5]([C:6]([CH2:8][CH2:9][O:10][C:11]([CH2:13][NH:14][CH2:15][C:16]2[CH:25]=[CH:24][C:19]([C:20]([O:22][CH3:23])=[O:21])=[CH:18][C:17]=2[NH2:26])=[O:12])=[O:7])=[CH:4][CH:3]=1.[N:29]1([C:34]([C:36]2[CH:43]=[CH:42][C:39]([CH:40]=O)=[CH:38][CH:37]=2)=[O:35])[CH2:33][CH2:32][CH2:31][CH2:30]1.C(O)(=O)C.C(O[BH-](OC(=O)C)OC(=O)C)(=O)C.[Na+]>ClCCl>[Cl:1][C:2]1[CH:3]=[CH:4][C:5]([C:6]([CH2:8][CH2:9][O:10][C:11]([CH2:13][NH:14][CH2:15][C:16]2[CH:25]=[CH:24][C:19]([C:20]([O:22][CH3:23])=[O:21])=[CH:18][C:17]=2[NH:26][CH2:40][C:39]2[CH:38]=[CH:37][C:36]([C:34]([N:29]3[CH2:33][CH2:32][CH2:31][CH2:30]3)=[O:35])=[CH:43][CH:42]=2)=[O:12])=[O:7])=[CH:27][CH:28]=1 |f:3.4|. Reported procedure: 120 mg (0.30 mmol) of methyl 4-[((4-chlorobenzoyl)ethoxycarbonylmethylamino)methyl]-3-aminobenzoate and 66 mg (0.33 mmol) of 4-(1-pyrrolidinecarbonyl)benzaldehyde were dissolved in 10 ml of dichloromethane. 0.034 ml (0.6 mmol) of acetic acid was added to the solution, and they were stirred at room temperature for 30 minutes. 158 mg (0.75 mmol) of sodium triacetoxyborohydride was added to the obtained mixture, and they were stirred at room temperature overnight. After the treatment with dichlorom... Reactants: C(=O)C=1C=C(C=CC1)C1=CC=C(C=C1)OC(F)(F)F (3-formyl-(4′-trifluoromethoxy-1,1′-biphenyl)), S1C(NC(C1)=O)=O (2,4-thiazolidinedione), N1CCCCC1 (piperidine), C(C1=CC=CC=C1)(=O)O (benzoic acid). The solvent is C1(=CC=CC=C1)C (toluene), O (water). The product is FC(OC1=CC=C(C=C1)C=1C=C(C=C2C(NC(S2)=O)=O)C=CC1)(F)F (5-(3-(4-trifluoromethoxyphenyl)benzylidene)thiazolidine-2,4-dione). RXN SMILES: [CH:1]([C:3]1[CH:4]=[C:5]([C:9]2[CH:14]=[CH:13][C:12]([O:15][C:16]([F:19])([F:18])[F:17])=[CH:11][CH:10]=2)[CH:6]=[CH:7][CH:8]=1)=O.[S:20]1[CH2:24][C:23](=[O:25])[NH:22][C:21]1=[O:26].N1CCCCC1.C(O)(=O)C1C=CC=CC=1>C1(C)C=CC=CC=1.O>[F:17][C:16]([F:19])([F:18])[O:15][C:12]1[CH:13]=[CH:14][C:9]([C:5]2[CH:4]=[C:3]([CH:8]=[CH:7][CH:6]=2)[CH:1]=[C:24]2[S:20][C:21](=[O:26])[NH:22][C:23]2=[O:25])=[CH:10][CH:11]=1. Procedure details: To a solution of 3-formyl-(4′-trifluoromethoxy-1,1′-biphenyl) (0.31 g, 1.16 mmol) and 2,4-thiazolidinedione (0.164 g, 1.4 mmol) in toluene (20 mL) were added piperidine (0.015 mL, 0.152 mmol) and benzoic acid (0.021 mg, 0.175 mmol), and the reaction was refluxed for 3 h with continuous removal of water. The solvent was then distilled off and the residue was crystallized from ether-pet ether to yield titled product as a solid.